Dataset: the Open Reaction Database (ORD), a public repository of structured organic reaction records. Task: describe an organic reaction: reactants, conditions, products, and yield Starting materials: C(C)(C)(C)OC(N[C@@H]1CC[C@@H](CC1)O)=O (cis-(4-hydroxy-cyclohexyl)-carbamic acid tert-butyl ester), Cl (hydrochloride), Cl.N[C@H]1CC[C@H](CC1)OC=1C=C2C=CN=C(C2=CC1Cl)O (6-(cis-4-amino-cyclohexyloxy)-7-chloro-isoquinolin-1-ol hydrochloride), ClC1=NC=CC2=C(C(=CC=C12)F)Cl (1,5-Dichloro-6-fluoro-isoquinoline). Product: N[C@H]1CC[C@H](CC1)OC=1C(=C2C=CNC(C2=CC1)=O)Cl (6-(cis-4-Amino-cyclohexyloxy)-5-chloro-2H-isoquinolin-1-one). RXN SMILES: C(OC(=O)N[C@H]1CC[C@@H](O)CC1)(C)(C)C.[Cl:16]C1C2C(=C(Cl)C(F)=CC=2)C=CN=1.Cl.Cl.[NH2:31][C@@H:32]1[CH2:37][CH2:36][C@H:35]([O:38][C:39]2[CH:40]=[C:41]3[C:46](=[CH:47][C:48]=2Cl)[C:45]([OH:50])=[N:44][CH:43]=[CH:42]3)[CH2:34][CH2:33]1>>[NH2:31][C@@H:32]1[CH2:37][CH2:36][C@H:35]([O:38][C:39]2[C:40]([Cl:16])=[C:41]3[C:46](=[CH:47][CH:48]=2)[C:45](=[O:50])[NH:44][CH:43]=[CH:42]3)[CH2:34][CH2:33]1 |f:3.4|. Reported procedure: Starting from cis-(4-hydroxy-cyclohexyl)-carbamic acid tert-butyl ester and 1,5-dichloro-6-fluoro-isoquinoline (9), the title compound was prepared as hydrochloride following the route described for 6-(cis-4-amino-cyclohexyloxy)-7-chloro-isoquinolin-1-ol hydrochloride (10). Rt=1.04 min (Method B). Detected mass: 293.1/295.1 (M+H+). Reactants: ClCCl, COc1ccc(C2Sc3ccccc3N(CCN(C)C)C(=O)C2O)cc1, COc1cc(C(=O)O)ccc1[N+](=O)[O-], CN(C)C=O, CN(C)c1ccncc1, C(=NC1CCCCC1)=NC1CCCCC1. Product: COc1ccc(C2Sc3ccccc3N(CCN(C)C)C(=O)C2OC(=O)c2ccc([N+](=O)[O-])c(OC)c2)cc1. As a reaction SMILES: [CH2:56]([Cl:57])[Cl:58].[CH3:1][O:2][c:3]1[cH:4][cH:5][c:6]([CH:9]2[S:10][c:11]3[c:12]([cH:23][cH:24][cH:25][cH:26]3)[N:13]([CH2:18][CH2:19][N:20]([CH3:21])[CH3:22])[C:14](=[O:17])[CH:15]2[OH:16])[cH:7][cH:8]1.[CH3:27][O:28][c:29]1[cH:30][c:31]([C:32](=[O:33])[OH:34])[cH:35][cH:36][c:37]1[N+:38](=[O:39])[O-:40].[CH3:59][N:60]([CH3:61])[CH:62]=[O:63].[CH3:64][N:65]([CH3:66])[c:67]1[cH:68][cH:69][n:70][cH:71][cH:72]1.[CH:41]1([N:42]=[C:43]=[N:44][CH:45]2[CH2:46][CH2:47][CH2:48][CH2:49][CH2:50]2)[CH2:51][CH2:52][CH2:53][CH2:54][CH2:55]1>>[CH3:1][O:2][c:3]1[cH:4][cH:5][c:6]([CH:9]2[S:10][c:11]3[c:12]([cH:23][cH:24][cH:25][cH:26]3)[N:13]([CH2:18][CH2:19][N:20]([CH3:21])[CH3:22])[C:14](=[O:17])[CH:15]2[O:16][C:32]([c:31]2[cH:30][c:29]([O:28][CH3:27])[c:37]([N+:38](=[O:39])[O-:40])[cH:36][cH:35]2)=[O:33])[cH:7][cH:8]1.